Dataset: the Open Reaction Database (ORD), a public repository of structured organic reaction records. Task: describe an organic reaction: reactants, conditions, products, and yield Starting materials: ClC=1C=C(C=C(C1)Cl)C1=CC=C(O1)C(=O)O (5-(3,5-Dichloro-phenyl)-furan-2-carboxylic acid), C(C)OC(C=CC1=CC(=CC=C1)N)=O (3-(3-Amino-phenyl)-acrylic acid ethyl ester). The product is C(C)OC(C=CC1=CC(=CC=C1)NC(=O)C=1OC(=CC1)C1=CC(=CC(=C1)Cl)Cl)=O (3-(3-{[5-(3,5-Dichloro-phenyl)-furan-2-carbonyl]-amino}-phenyl)-acrylic acid ethyl ester). As a reaction SMILES: [Cl:1][C:2]1[CH:3]=[C:4]([C:9]2[O:13][C:12]([C:14]([OH:16])=O)=[CH:11][CH:10]=2)[CH:5]=[C:6]([Cl:8])[CH:7]=1.[CH2:17]([O:19][C:20](=[O:30])[CH:21]=[CH:22][C:23]1[CH:28]=[CH:27][CH:26]=[C:25]([NH2:29])[CH:24]=1)[CH3:18]>>[CH2:17]([O:19][C:20](=[O:30])[CH:21]=[CH:22][C:23]1[CH:28]=[CH:27][CH:26]=[C:25]([NH:29][C:14]([C:12]2[O:13][C:9]([C:4]3[CH:5]=[C:6]([Cl:8])[CH:7]=[C:2]([Cl:1])[CH:3]=3)=[CH:10][CH:11]=2)=[O:16])[CH:24]=1)[CH3:18]. Procedure details: Carboxylic acid (67) (67 mg, 0.26 mmol) was coupled to ethyl ester (60) (50 mg, 0.26 mmol) using Method C. The crude residue was purified by column chromatography eluting with 10% EtOAc in heptane to give the title compound. Reactants: CO, Cl, O=Cc1cccc(Oc2ccc(F)cc2)c1, NO. Product: ON=Cc1cccc(Oc2ccc(F)cc2)c1. Reaction SMILES: [CH3:20][OH:21].[ClH:17].[F:1][c:2]1[cH:3][cH:4][c:5]([O:6][c:7]2[cH:8][c:9]([CH:10]=[O:11])[cH:12][cH:13][cH:14]2)[cH:15][cH:16]1.[NH2:18][OH:19]>>[F:1][c:2]1[cH:3][cH:4][c:5]([O:6][c:7]2[cH:8][c:9]([CH:10]=[N:18][OH:19])[cH:12][cH:13][cH:14]2)[cH:15][cH:16]1. Starting materials: CC(=O)Cl, CN(C)c1ccncc1, CCOC(C)=O, Nc1nonc1-c1nc2ccccc2n1CC(=O)c1ccc(Cl)cc1, CN(C)C=O, c1ccncc1. As a reaction SMILES: [CH3:32][C:33]([Cl:34])=[O:35].[CH3:36][N:37]([c:38]1[cH:39][cH:40][n:41][cH:42][cH:43]1)[CH3:44].[CH3:50][CH2:51][O:52][C:53](=[O:54])[CH3:55].[Cl:1][c:2]1[cH:3][cH:4][c:5]([C:6]([CH2:7][n:8]2[c:9](-[c:17]3[c:18]([NH2:22])[n:19][o:20][n:21]3)[n:10][c:11]3[c:12]2[cH:13][cH:14][cH:15][cH:16]3)=[O:23])[cH:24][cH:25]1.[O:45]=[CH:46][N:47]([CH3:48])[CH3:49].[cH:26]1[cH:27][cH:28][n:29][cH:30][cH:31]1>>[Cl:1][c:2]1[cH:3][cH:4][c:5]([C:6]([CH2:7][n:8]2[c:9](-[c:17]3[c:18]([NH:22][C:33]([CH3:32])=[O:35])[n:19][o:20][n:21]3)[n:10][c:11]3[c:12]2[cH:13][cH:14][cH:15][cH:16]3)=[O:23])[cH:24][cH:25]1. Product: CC(=O)Nc1nonc1-c1nc2ccccc2n1CC(=O)c1ccc(Cl)cc1. Starting materials: CC(=O)NC1CCC(=O)CC1, CCO, CCOC([O-])[O-], O, Cc1ccc(S(=O)(=O)O)cc1. Yields the product CCOC1=CCC(NC(C)=O)CC1. Reaction SMILES: [C:1]([CH3:2])(=[O:3])[NH:4][CH:5]1[CH2:6][CH2:7][C:8](=[O:11])[CH2:9][CH2:10]1.[CH3:30][CH2:31][OH:32].[CH:12]([O-:13])([O-:16])[O:17][CH2:14][CH3:15].[OH2:18].[c:19]1([CH3:20])[cH:21][cH:22][c:23]([S:24]([OH:25])(=[O:26])=[O:27])[cH:28][cH:29]1>>[C:1]([CH3:2])(=[O:3])[NH:4][CH:5]1[CH2:6][CH:7]=[C:8]([O:11][CH2:14][CH3:15])[CH2:9][CH2:10]1. Reactants: C1CCCCC1, CCOC(C)=O, CC(=O)O, CCN(CC)C(=O)c1c(C(C)[Si](C)(C)C)cccc1S(N)(=O)=O. Product: CC(c1cccc2c1C(=O)NS2(=O)=O)[Si](C)(C)C. RXN SMILES: [CH2:24]1[CH2:25][CH2:26][CH2:27][CH2:28][CH2:29]1.[CH3:30][CH2:31][O:32][C:33]([CH3:34])=[O:35].[CH3:36][C:37](=[O:38])[OH:39].[NH2:1][S:2](=[O:3])(=[O:4])[c:5]1[c:6]([C:7](=[O:8])[N:9]([CH2:10][CH3:11])[CH2:12][CH3:13])[c:14]([CH:18]([CH3:19])[Si:20]([CH3:21])([CH3:22])[CH3:23])[cH:15][cH:16][cH:17]1>>[S:2]1(=[O:3])(=[O:4])[c:5]2[c:6]([c:14]([CH:18]([CH3:19])[Si:20]([CH3:21])([CH3:22])[CH3:23])[cH:15][cH:16][cH:17]2)[C:7](=[O:8])[NH:9]1.